This data is from the Open Reaction Database (ORD), a public repository of structured organic reaction records. The task is: describe an organic reaction: reactants, conditions, products, and yield RXN SMILES: [Br:15][c:16]1[c:17]([I:22])[cH:18][cH:19][cH:20][cH:21]1.[C:23](=[O:24])([O-:25])[O-:26].[CH3:1][O:2][C:3]([CH2:4][CH2:5][c:6]1[c:7]([CH3:13])[cH:8][c:9]([OH:12])[cH:10][cH:11]1)=[O:14].[CH3:29][C:30]([CH3:31])([C:32](=[O:33])[CH2:34][C:35](=[O:36])[C:37]([CH3:38])([CH3:39])[CH3:40])[CH3:41].[CH3:42][N:43]1[CH2:44][CH2:45][CH2:46][C:47]1=[O:48].[Cl:49][Cu:50].[Cs+:27].[Cs+:28]>>[CH3:1][O:2][C:3]([CH2:4][CH2:5][c:6]1[c:7]([CH3:13])[cH:8][c:9]([O:12][c:17]2[c:16]([Br:15])[cH:21][cH:20][cH:19][cH:18]2)[cH:10][cH:11]1)=[O:14]. Reactants: Brc1ccccc1I, O=C([O-])[O-], COC(=O)CCc1ccc(O)cc1C, CC(C)(C)C(=O)CC(=O)C(C)(C)C, CN1CCCC1=O, Cl[Cu], [Cs+], [Cs+]. Product: COC(=O)CCc1ccc(Oc2ccccc2Br)cc1C. Starting materials: CC(C)(C)NS(=O)(=O)c1ccc(-c2cn(-c3cc(-c4ccc(C(F)(F)F)cc4)cc(C(F)(F)F)n3)cn2)s1, O=C(O)C(F)(F)F. Yields the product NS(=O)(=O)c1ccc(-c2cn(-c3cc(-c4ccc(C(F)(F)F)cc4)cc(C(F)(F)F)n3)cn2)s1. RXN SMILES: [C:1]([CH3:2])([CH3:3])([CH3:4])[NH:5][S:6](=[O:7])(=[O:8])[c:9]1[s:10][c:11](-[c:14]2[n:15][cH:16][n:17](-[c:19]3[n:20][c:21]([C:35]([F:36])([F:37])[F:38])[cH:22][c:23](-[c:25]4[cH:26][cH:27][c:28]([C:31]([F:32])([F:33])[F:34])[cH:29][cH:30]4)[cH:24]3)[cH:18]2)[cH:12][cH:13]1.[F:39][C:40]([F:41])([F:42])[C:43]([OH:44])=[O:45]>>[NH2:5][S:6](=[O:7])(=[O:8])[c:9]1[s:10][c:11](-[c:14]2[n:15][cH:16][n:17](-[c:19]3[n:20][c:21]([C:35]([F:36])([F:37])[F:38])[cH:22][c:23](-[c:25]4[cH:26][cH:27][c:28]([C:31]([F:32])([F:33])[F:34])[cH:29][cH:30]4)[cH:24]3)[cH:18]2)[cH:12][cH:13]1.